describe an organic reaction: reactants, conditions, products, and yield From a dataset of the Open Reaction Database (ORD), a public repository of structured organic reaction records. Reactants: [N+](=O)([O-])C=1C=C(C=CC1[N+](=O)[O-])NC(C1=CC=C(C=C1)N(CCO)C)=O (N-(3,4-dinitrophenyl)-4-(N-methyl-N-2-hydroxyethylamino)benzamide), OCCOC1=CC=C(C=O)C=C1 (4-(2-hydroxyethyloxy)benzaldehyde). The product is OCCOC1=CC=C(C=C1)C1=NC2=C(N1)C=CC(=C2)NC(C2=CC=C(C=C2)N(C)CCO)=O (N-(2-(4-(2-hydroxyethoxy)phenyl)-1H-benzo[d]imidazol-5-yl)-4-((2-hydroxyethyl)(methyl)amino)benzamide). As a reaction SMILES: [N+:1]([C:4]1[CH:5]=[C:6]([NH:13][C:14](=[O:26])[C:15]2[CH:20]=[CH:19][C:18]([N:21]([CH3:25])[CH2:22][CH2:23][OH:24])=[CH:17][CH:16]=2)[CH:7]=[CH:8][C:9]=1[N+:10]([O-])=O)([O-])=O.[OH:27][CH2:28][CH2:29][O:30][C:31]1[CH:38]=[CH:37][C:34]([CH:35]=O)=[CH:33][CH:32]=1>>[OH:27][CH2:28][CH2:29][O:30][C:31]1[CH:38]=[CH:37][C:34]([C:35]2[NH:10][C:9]3[CH:8]=[CH:7][C:6]([NH:13][C:14](=[O:26])[C:15]4[CH:20]=[CH:19][C:18]([N:21]([CH2:22][CH2:23][OH:24])[CH3:25])=[CH:17][CH:16]=4)=[CH:5][C:4]=3[N:1]=2)=[CH:33][CH:32]=1. Procedure details: Compound 223 was prepared according to the procedure similar to that described in Scheme III from N-(3,4-dinitrophenyl)-4-(N-methyl-N-2-hydroxyethylamino)benzamide and 4-(2-hydroxyethyloxy)benzaldehyde. [M+H]+ calcd for C25H26N4O4: 447.21; found: 446.89. Starting materials: methyl esters, C(CCCCCCCCCCCCC)(=O)OC (methyl myristate), C(CCCCCCCCCCCCCCC)(=O)OC (methyl palmitate), C(CCCCCCC\C=C/CCCCCCCC)(=O)OC (methyl oleate), C(CCCCCCC\C=C/C\C=C/CCCCC)(=O)OC (methyl linoleate). The solvent is CO (methanol). The product is methyl esters, C(CCCCCCC\C=C/CCCCCCCC)(=O)O (oleic acid). Reaction SMILES: C(OC)(=O)CCCCCCCCCCCCC.C(OC)(=O)CCCCCCCCCCCCCCC.[C:37]([O:56]C)(=[O:55])[CH2:38][CH2:39][CH2:40][CH2:41][CH2:42][CH2:43][CH2:44]/[CH:45]=[CH:46]\[CH2:47][CH2:48][CH2:49][CH2:50][CH2:51][CH2:52][CH2:53][CH3:54].C(OC)(=O)CCCCCCC/C=C\C/C=C\CCCCC>CO>[C:37]([OH:56])(=[O:55])[CH2:38][CH2:39][CH2:40][CH2:41][CH2:42][CH2:43][CH2:44]/[CH:45]=[CH:46]\[CH2:47][CH2:48][CH2:49][CH2:50][CH2:51][CH2:52][CH2:53][CH3:54]. Reported procedure: Mixture of methyl esters, namely methyl myristate (0.5%), methyl palmitate (4.9%), methyl oleate (83.6%) and methyl linoleate (11.0%) exhibit low pour point of −21° C. This methyl esters mixture was obtained via acid-catalysed direct esterification of technical grade of oleic acid (with purity ≈80%) with methanol. Reactants: C(=O)(O)[O-].[Na+] (NaHCO3), N([C@@H]([C@@H](C)CC)C(=O)O)C(=O)OC(C)(C)C (Boc-Ile-OH), C(C(C)C)OC(=O)Cl (isobutylchloroformate), C=1C=CC2=C(C1)N=NN2O (HOBt), Cl.N1[C@H](C(=O)OCC2=CC=CC=C2)CCC1 (HCl H-Pro-OBzl). Run in CN1CCOCC1 (NMM), CN(C)C=O (DMF), CN(C)C=O (DMF), CN1CCOCC1 (NMM). Run at temperature -15 celsius, time 10 minute. The product is N([C@@H]([C@@H](C)CC)C(=O)N1[C@H](C(=O)OCC2=CC=CC=C2)CCC1)C(=O)OC(C)(C)C (Boc-Ile-Pro-OBzl). Isolated yield 92.0%. As a reaction SMILES: [NH:1]([C:10]([O:12][C:13]([CH3:16])([CH3:15])[CH3:14])=[O:11])[C@H:2]([C:7]([OH:9])=O)[C@H:3]([CH2:5][CH3:6])[CH3:4].C(OC(Cl)=O)C(C)C.C1C=CC2N(O)N=NC=2C=1.Cl.[NH:36]1[CH2:50][CH2:49][CH2:48][C@H:37]1[C:38]([O:40][CH2:41][C:42]1[CH:47]=[CH:46][CH:45]=[CH:44][CH:43]=1)=[O:39].C([O-])(O)=O.[Na+]>CN(C=O)C.CN1CCOCC1>[NH:1]([C:10]([O:12][C:13]([CH3:16])([CH3:15])[CH3:14])=[O:11])[C@H:2]([C:7]([N:36]1[CH2:50][CH2:49][CH2:48][C@H:37]1[C:38]([O:40][CH2:41][C:42]1[CH:43]=[CH:44][CH:45]=[CH:46][CH:47]=1)=[O:39])=[O:9])[C@H:3]([CH2:5][CH3:6])[CH3:4] |f:3.4,5.6|. Procedure details: Boc-Ile-OH (12.01 g, 0.05 mole) in DMF (50 ml) was cooled to 0° C. and NMM (5.49 ml) was added. After cooling the solution to -15° C. isobutylchloroformate (6.48 ml) was added slowly while maintaining the temperature at -15° C. and stirred for 10 minutes at which time HOBt (7.65 g) was added and stirring was continued for additional 10 minutes. A pre-cooled solution of HCl-H-Pro-OBzl (12.09 g, 0.05 mole) in DMF (50 ml) and NMM (5.49 ml) was added to the above solution and the completeness of the... Starting materials: C[S-], CO, O=[N+]([O-])c1ccc(Cl)cn1, [Na+], O. Yields the product CSc1ccc([N+](=O)[O-])nc1. As a reaction SMILES: [CH3:13][S-:14].[CH3:1][OH:2].[Cl:3][c:4]1[cH:5][cH:6][c:7]([N+:10](=[O:11])[O-:12])[n:8][cH:9]1.[Na+:15].[OH2:16]>>[c:4]1([S:14][CH3:13])[cH:5][cH:6][c:7]([N+:10](=[O:11])[O-:12])[n:8][cH:9]1. The reactants are CO, Nc1cccc(Cl)c1[N+](=O)[O-], Cl, [Na+], [OH-], O, O, Cl[Sn]Cl. Yields the product Nc1cccc(Cl)c1N. As a reaction SMILES: [CH3:19][OH:20].[Cl:1][c:2]1[c:3]([N+:9]([O-:10])=[O:11])[c:4]([NH2:5])[cH:6][cH:7][cH:8]1.[ClH:21].[Na+:18].[OH-:17].[OH2:12].[OH2:13].[Sn:14]([Cl:15])[Cl:16]>>[Cl:1][c:2]1[c:3]([NH2:9])[c:4]([NH2:5])[cH:6][cH:7][cH:8]1.